From a dataset of the Open Reaction Database (ORD), a public repository of structured organic reaction records. describe an organic reaction: reactants, conditions, products, and yield Starting materials: C(C)(=O)NC(C(=O)NC(C)(C)C)(CCCCB1OC(C(O1)(C)C)(C)C)[C@H]1CN(CC1)CC1=CC=C(C=C1)F (2-acetamido-N-tert-butyl-2-((R)-1-(4-fluorobenzyl)pyrrolidin-3-yl)-6-(4,4,5,5-tetramethyl-1,3,2-dioxaborolan-2-yl)hexanamide), Cl (hydrogen chloride), O (water). Product: Cl.Cl.NC(C(=O)O)(CCCCB(O)O)[C@H]1CN(CC1)CC1=CC=C(C=C1)F (2-amino-6-borono-2-((R)-1-(4-fluorobenzyl)pyrrolidin-3-yl)hexanoic acid dihydrochloride). As a reaction SMILES: C([NH:4][C:5]([C@@H:26]1[CH2:30][CH2:29][N:28]([CH2:31][C:32]2[CH:37]=[CH:36][C:35]([F:38])=[CH:34][CH:33]=2)[CH2:27]1)([CH2:13][CH2:14][CH2:15][CH2:16][B:17]1[O:21]C(C)(C)C(C)(C)[O:18]1)[C:6](NC(C)(C)C)=[O:7])(=O)C.[ClH:39].[OH2:40]>>[ClH:39].[ClH:39].[NH2:4][C:5]([C@@H:26]1[CH2:30][CH2:29][N:28]([CH2:31][C:32]2[CH:37]=[CH:36][C:35]([F:38])=[CH:34][CH:33]=2)[CH2:27]1)([CH2:13][CH2:14][CH2:15][CH2:16][B:17]([OH:21])[OH:18])[C:6]([OH:7])=[O:40] |f:3.4.5|. Reported procedure: An aqueous solution of 2-acetamido-N-tert-butyl-2-((R)-1-(4-fluorobenzyl)pyrrolidin-3-yl)-6-(4,4,5,5-tetramethyl-1,3,2-dioxaborolan-2-yl)hexanamide (0.280 g, 0.527 mmol) in 6M hydrogen chloride (10 mL, 60 mmol) was heated under reflux overnight. The reaction was cooled to room temperature, diluted with 20 mL of water, and washed with ethyl acetate (20 mL). The aqueous layer was purified by HPLC (3 injections) using a 5-20% acetonitrile in water. The fractions corresponding to the desired product... The reactants are C(C)OC(CC(C)(O)C1=CC=C(C=C1)C1=C(C=C(C=C1)F)F)=O (3-(2',4'-difluoro-4-biphenylyl)-3-hydroxybutyric acid ethyl ester), hydroxy acid, FC1=C(C=CC(=C1)F)C1=CC=C(C=C1)C(=CC(=O)O)C (3-(2',4'-difluoro-4-biphenylyl)-2-butenoic acid), I (hydriodic acid), OS(=O)[O-].[Na+] (NaHSO3). Run in C(C)(=O)O (acetic acid). Yields the product FC1=C(C=CC(=C1)F)C1=CC=C(C=C1)C(CC(=O)O)C (3-(2',4'-difluoro-4-biphenylyl)butyric acid). As a reaction SMILES: C([O:3][C:4](=[O:23])[CH2:5][C:6]([C:9]1[CH:14]=[CH:13][C:12]([C:15]2[CH:20]=[CH:19][C:18]([F:21])=[CH:17][C:16]=2[F:22])=[CH:11][CH:10]=1)(O)[CH3:7])C.FC1C=C(F)C=CC=1C1C=CC(C(C)=CC(O)=O)=CC=1.I.OS([O-])=O.[Na+]>C(O)(=O)C>[F:22][C:16]1[CH:17]=[C:18]([F:21])[CH:19]=[CH:20][C:15]=1[C:12]1[CH:13]=[CH:14][C:9]([CH:6]([CH3:7])[CH2:5][C:4]([OH:23])=[O:3])=[CH:10][CH:11]=1 |f:3.4|. Reported procedure: 1 g. of 3-(2',4'-difluoro-4-biphenylyl)-3-hydroxybutyric acid ethyl ester, or the corresponding free hydroxy acid or 3-(2',4'-difluoro-4-biphenylyl)-2-butenoic acid, is heated with 2 ml. of 67% hydriodic acid and 4 ml. of acetic acid at 150° for 1 hour and the mixture is poured onto ice and decolorized with NaHSO3 solution. After the customary work up, 3-(2',4'-difluoro-4-biphenylyl)butyric acid, m.p. 109°-110°, is obtained. Reaction SMILES: [CH2:1]1[NH:2][CH2:3][CH2:4][CH2:5][c:6]2[n:7][c:8]3[cH:9][cH:10][cH:11][cH:12][c:13]3[cH:14][c:15]21.[Cl:16][C:17](=[O:18])[O:19][CH2:20][CH3:21]>>[CH2:1]1[N:2]([C:17](=[O:18])[O:19][CH2:20][CH3:21])[CH2:3][CH2:4][CH2:5][c:6]2[n:7][c:8]3[cH:9][cH:10][cH:11][cH:12][c:13]3[cH:14][c:15]21.[ClH:16]. Reactants: c1ccc2nc3c(cc2c1)CNCCC3, CCOC(=O)Cl. Product: CCOC(=O)N1CCCc2nc3ccccc3cc2C1, Cl. The reactants are NC1=NC(=CC=C1C(=O)C1=C(C=CC(=C1)F)OC)Cl ((2-Amino-6-chloro-pyridin-3-yl)-(5-fluoro-2-methoxy-phenyl)-methanone), NC1CCN(CC1)C(=O)OC(C)(C)C (4-amino-1-N-Bocpiperidine). Product: C(C)(C)(C)OC(=O)N1CCC(CC1)NC1=NC(=C(C=C1)C(C1=C(C=CC(=C1)F)OC)=O)N (4-[6-Amino-5-(5-fluoro-2-methoxy-benzoyl)-pyridin-2-ylamino]-piperidine-1-carboxylic acid tert-butyl ester). RXN SMILES: [NH2:1][C:2]1[C:7]([C:8]([C:10]2[CH:15]=[C:14]([F:16])[CH:13]=[CH:12][C:11]=2[O:17][CH3:18])=[O:9])=[CH:6][CH:5]=[C:4](Cl)[N:3]=1.[NH2:20][CH:21]1[CH2:26][CH2:25][N:24]([C:27]([O:29][C:30]([CH3:33])([CH3:32])[CH3:31])=[O:28])[CH2:23][CH2:22]1>>[C:30]([O:29][C:27]([N:24]1[CH2:25][CH2:26][CH:21]([NH:20][C:4]2[CH:5]=[CH:6][C:7]([C:8](=[O:9])[C:10]3[CH:15]=[C:14]([F:16])[CH:13]=[CH:12][C:11]=3[O:17][CH3:18])=[C:2]([NH2:1])[N:3]=2)[CH2:22][CH2:23]1)=[O:28])([CH3:33])([CH3:31])[CH3:32]. Procedure: The title compound was prepared from (2-amino-6-chloropyridin-3-yl)-(5-fluoro-2-methoxyphenyl)methanone (Example 19) and 4-amino-1-N-Bocpiperidine (Astatech, >96%) using the procedure described in Step B. Example 6. HRMS, observed: 445.2252, Calcd for (M+H)+: 445.2246. The reactants are C=O, CCCC[N+](CCCC)(CCCC)CCCC, CO, [I-], O=[N+]([O-])c1ccccc1, Cl[Pd]Cl, O=C(Nc1ccccc1)Nc1ccccc1. Yields the product COC(=O)Nc1ccccc1. RXN SMILES: [C:26]=[O:27].[CH2:31]([N+:32]([CH2:33][CH2:34][CH2:35][CH3:36])([CH2:37][CH2:38][CH2:39][CH3:40])[CH2:41][CH2:42][CH2:43][CH3:44])[CH2:45][CH2:46][CH3:47].[CH3:28][OH:29].[I-:30].[O-:17][N+:18](=[O:19])[c:20]1[cH:21][cH:22][cH:23][cH:24][cH:25]1.[Pd:48]([Cl:49])[Cl:50].[c:1]1([NH:2][C:8]([NH:3][c:4]2[cH:5][cH:6][cH:7][cH:10][cH:11]2)=[O:9])[cH:12][cH:13][cH:14][cH:15][cH:16]1>>[C:8](=[O:9])([NH:18][c:20]1[cH:21][cH:22][cH:23][cH:24][cH:25]1)[O:29][CH3:28]. Starting materials: C(C1=CC=CC=C1)N1CC=2N=CN=C(C2CC1)NC=1C=NC(=CC1)C(F)(F)F (7-Benzyl-N-(6-(trifluoromethyl)pyridin-3-yl)-5,6,7,8-tetrahydropyrido[3,4-d]pyrimidin-4-amine). Reagents/catalysts: [OH-].[Pd+2].[OH-] (palladium hydroxide). Solvent: CO (methanol). Reaction conditions: time 1 day. The product is FC(C1=CC=C(C=N1)NC=1C2=C(N=CN1)CNCC2)(F)F (N-(6-(Trifluoromethyl)pyridin-3-yl)-5,6,7,8-tetrahydropyrido[3,4-d]pyrimidin-4-amine). RXN SMILES: C([N:8]1[CH2:17][CH2:16][C:15]2[C:14]([NH:18][C:19]3[CH:20]=[N:21][C:22]([C:25]([F:28])([F:27])[F:26])=[CH:23][CH:24]=3)=[N:13][CH:12]=[N:11][C:10]=2[CH2:9]1)C1C=CC=CC=1>CO.[OH-].[Pd+2].[OH-]>[F:27][C:25]([F:26])([F:28])[C:22]1[N:21]=[CH:20][C:19]([NH:18][C:14]2[C:15]3[CH2:16][CH2:17][NH:8][CH2:9][C:10]=3[N:11]=[CH:12][N:13]=2)=[CH:24][CH:23]=1 |f:2.3.4|. Procedure details: 7-Benzyl-N-(6-(trifluoromethyl)pyridin-3-yl)-5,6,7,8-tetrahydropyrido[3,4-d]pyrimidin-4-amine (1.7 g, 4.4 mmol) was dissolved in methanol (25 mL) and palladium hydroxide was added (0.2 g, 20% wt). The mixture was shaken on a Parr Shaker under H2(g) atmosphere (60 PSI) for 1 day. The mixture was filtered through celite and evaporated to give 1.3 g (quant.) as an orange oil, which was used as such for the next step. The reactants are O=C([O-])[O-], CC(C)=O, CI, [K+], [K+], N#Cc1ccc([N+](=O)[O-])[nH]1. Product: Cn1c(C#N)ccc1[N+](=O)[O-]. As a reaction SMILES: [C:11](=[O:12])([O-:13])[O-:14].[CH3:19][C:20](=[O:21])[CH3:22].[I:17][CH3:18].[K+:15].[K+:16].[N+:1](=[O:2])([O-:3])[c:4]1[cH:5][cH:6][c:7]([C:9]#[N:10])[nH:8]1>>[N+:1](=[O:2])([O-:3])[c:4]1[cH:5][cH:6][c:7]([C:9]#[N:10])[n:8]1[CH3:11].